This data is from the Open Reaction Database (ORD), a public repository of structured organic reaction records. The task is: describe an organic reaction: reactants, conditions, products, and yield Starting materials: BrCC(CS(=O)(=O)C1=CC=CC=C1)=C ((2-Bromomethyl-prop-2-ene-1-sulfonyl)-benzene), C(C)(C)[N-]C(C)C.[Li+] (lithium diisopropyl amide), C(C)(C)(C)OC(=O)N1C(OC(C1CC1=CC=CC=C1)CC=CC(=O)OC)(C)C (4-Benzyl-5-(3-methoxycarbonyl-allyl)-2,2-dimethyl-oxazolidine-3-carboxylic acid tert-butyl ester). Run in O1CCCC1 (tetrahydrofuran), O1CCCC1 (tetrahydrofuran). Conditions: temperature -78 celsius, time 15 minute. The product is C(C)(C)(C)OC(=O)N1C(OC(C1CC1=CC=CC=C1)CC1C(C(CC1C(=O)OC)=C)S(=O)(=O)C1=CC=CC=C1)(C)C (5-(2-Benzenesulfonyl-5-methoxycarbonyl-3-methylene-cyclopentylmethyl)-4-benzyl-2,2-dimethyl-oxazolidine-3-carboxylic Acid tert-Butyl Ester). Reaction SMILES: Br[CH2:2][C:3](=[CH2:14])[CH2:4][S:5]([C:8]1[CH:13]=[CH:12][CH:11]=[CH:10][CH:9]=1)(=[O:7])=[O:6].C([N-]C(C)C)(C)C.[Li+].[C:23]([O:27][C:28]([N:30]1[CH:34]([CH2:35][C:36]2[CH:41]=[CH:40][CH:39]=[CH:38][CH:37]=2)[CH:33]([CH2:42][CH:43]=[CH:44][C:45]([O:47][CH3:48])=[O:46])[O:32][C:31]1([CH3:50])[CH3:49])=[O:29])([CH3:26])([CH3:25])[CH3:24]>O1CCCC1>[C:23]([O:27][C:28]([N:30]1[CH:34]([CH2:35][C:36]2[CH:41]=[CH:40][CH:39]=[CH:38][CH:37]=2)[CH:33]([CH2:42][CH:43]2[CH:44]([C:45]([O:47][CH3:48])=[O:46])[CH2:14][C:3](=[CH2:2])[CH:4]2[S:5]([C:8]2[CH:13]=[CH:12][CH:11]=[CH:10][CH:9]=2)(=[O:6])=[O:7])[O:32][C:31]1([CH3:50])[CH3:49])=[O:29])([CH3:25])([CH3:26])[CH3:24] |f:1.2|. Procedure: A solution of (2-Bromomethyl-prop-2-ene-1-sulfonyl)-benzene (25.4 g, 92.5 mmol) in dry tetrahydrofuran (500 ml) was stirred at −78° C. under nitrogen during the addition of lithium diisopropyl amide (2M in hexanes, 46.3 ml, 92.5 mmol). The resulting mixture was stirred at −78° C. for 15 minutes and 4-Benzyl-5-(3-methoxycarbonyl-allyl)-2,2-dimethyl-oxazolidine-3-carboxylic acid tert-butyl ester (30 g, 77 mmol) in dry tetrahydrofuran (150 ml) then added via a cannula over 5 minutes. The resulting ...